Dataset: the Open Reaction Database (ORD), a public repository of structured organic reaction records. Task: describe an organic reaction: reactants, conditions, products, and yield Reactants: O=C(OCC1OC(OC(=O)c2ccccc2)C(O)C1OC(=O)c1ccccc1)c1ccccc1, CC1(C)CCCC(C)(C)N1O, O=c1n(Cl)c(=O)n(Cl)c(=O)n1Cl, ClCCl. The product is O=C(OCC1OC(OC(=O)c2ccccc2)C(=O)C1OC(=O)c1ccccc1)c1ccccc1. RXN SMILES: [C:1]([c:2]1[cH:3][cH:4][cH:5][cH:6][cH:7]1)(=[O:8])[O:9][CH:10]1[CH:11]([OH:12])[CH:13]([O:14][C:15]([c:16]2[cH:17][cH:18][cH:19][cH:20][cH:21]2)=[O:22])[CH:23]([CH2:25][O:26][C:27]([c:28]2[cH:29][cH:30][cH:31][cH:32][cH:33]2)=[O:34])[O:24]1.[CH3:47][C:48]1([CH3:57])[N:49]([O:50])[C:51]([CH3:52])([CH3:53])[CH2:54][CH2:55][CH2:56]1.[Cl:35][n:36]1[c:37](=[O:38])[n:39]([Cl:40])[c:41](=[O:42])[n:43]([Cl:44])[c:45]1=[O:46].[Cl:58][CH2:59][Cl:60]>>[C:1]([c:2]1[cH:3][cH:4][cH:5][cH:6][cH:7]1)(=[O:8])[O:9][CH:10]1[C:11](=[O:12])[CH:13]([O:14][C:15]([c:16]2[cH:17][cH:18][cH:19][cH:20][cH:21]2)=[O:22])[CH:23]([CH2:25][O:26][C:27]([c:28]2[cH:29][cH:30][cH:31][cH:32][cH:33]2)=[O:34])[O:24]1. Procedure: According to the procedure described in the synthesis method of Compound IV-1, (9H-fluoren-9-yl)methyl (S)-3-(4-tert-butoxyphenyl)-1-(((S)-1,1-diethoxypropan-2-yl)(isoquinolin-5-ylmethyl)amino)-1-oxopropan-2-ylcarbamate (Compound III-5) 508 mg (0.70 mmol) was treated with piperidine and purified on silica gel column chromatography (n-hexane:ethyl acetate=9:1, chloroform:methanol=100:0 and 8:2) to obtain the title compound 406 mg (114%). The product is N[C@H](C(=O)N(CC1=C2C=CN=CC2=CC=C1)[C@H](C(OCC)OCC)C)CC1=CC=C(C=C1)OC(C)(C)C ((S)-2-amino-3-(4-tert-butoxyphenyl)-N—((S)-1,1-diethoxypropan-2-yl)-N-(isoquinolin-5-ylmethyl)propanamide). The yield is 114.2%. Reactants: C(C)(C)(C)OC1=CC=C(C=C1)C[C@@H](C(=O)N(CC1=C2C=CN=CC2=CC=C1)[C@H](C(OCC)OCC)C)NC(OCC1C2=CC=CC=C2C=2C=CC=CC12)=O ((9H-fluoren-9-yl)methyl (S)-3-(4-tert-butoxyphenyl)-1-(((S)-1,1-diethoxypropan-2-yl)(isoquinolin-5-ylmethyl)amino)-1-oxopropan-2-ylcarbamate), N1CCCCC1 (piperidine). As a reaction SMILES: [C:1]([O:5][C:6]1[CH:11]=[CH:10][C:9]([CH2:12][C@H:13]([NH:37]C(=O)OCC2C3C=CC=CC=3C3C2=CC=CC=3)[C:14]([N:16]([C@@H:28]([CH3:36])[CH:29]([O:33][CH2:34][CH3:35])[O:30][CH2:31][CH3:32])[CH2:17][C:18]2[CH:27]=[CH:26][CH:25]=[C:24]3[C:19]=2[CH:20]=[CH:21][N:22]=[CH:23]3)=[O:15])=[CH:8][CH:7]=1)([CH3:4])([CH3:3])[CH3:2].N1CCCCC1>>[NH2:37][C@@H:13]([CH2:12][C:9]1[CH:8]=[CH:7][C:6]([O:5][C:1]([CH3:4])([CH3:3])[CH3:2])=[CH:11][CH:10]=1)[C:14]([N:16]([C@@H:28]([CH3:36])[CH:29]([O:30][CH2:31][CH3:32])[O:33][CH2:34][CH3:35])[CH2:17][C:18]1[CH:27]=[CH:26][CH:25]=[C:24]2[C:19]=1[CH:20]=[CH:21][N:22]=[CH:23]2)=[O:15]. Starting materials: P(=O)([O-])([O-])[O-] (phosphate), C(CCCCCCC)O (octanol), [125I]I-BzA-TBOA. Reaction conditions: time 1 minute. Product: C(CCCCCCC)O.O (Octanol Water). As a reaction SMILES: P([O-])([O-])([O-])=[O:2].[CH2:6]([OH:14])[CH2:7][CH2:8][CH2:9][CH2:10][CH2:11][CH2:12][CH3:13]>>[CH2:6]([OH:14])[CH2:7][CH2:8][CH2:9][CH2:10][CH2:11][CH2:12][CH3:13].[OH2:2] |f:2.3|. Procedure: Equal amounts of octanol and a phosphate buffer were mixed together and [125I]I-BzA-TBOA was added thereto. After repeatedly shaking for 1 minute and allowing to stand for 1 minute three times, the mixture was allowed to stand for 20 minutes. After repeating this procedure three times, it was centrifuged (1,000×g, 10 min, 4° C.) and the radioactivity of each layer was measured. Thus, the partition coefficient was calculated (Table 1).